This data is from the Open Reaction Database (ORD), a public repository of structured organic reaction records. The task is: describe an organic reaction: reactants, conditions, products, and yield Starting materials: ice, O(C1=CC=CC=C1)C1=CC=C(C=C1)C=1C(=NC=NC1N)NCC1CCNCC1 (5-(4-phenoxyphenyl)-N-(piperidin-4-ylmethyl)pyrimidine-4,6-diamine), C([O-])(O)=O.[Na+] (sodium bicarbonate), C(C=C)(=O)Cl (Acryloyl chloride). The solvent is C1CCOC1 (THF), O (water). Conditions: temperature 0 celsius, time 8 hour. The product is C(C=C)(=O)N1CCC(CC1)CNC1=NC=NC(=C1C1=CC=C(C=C1)OC1=CC=CC=C1)N (N-[(1-acryloylpiperidin-4-yl)methyl]-5-(4-phenoxyphenyl)pyrimidine-4,6-diamine). The yield is 36.8%. As a reaction SMILES: [O:1]([C:8]1[CH:13]=[CH:12][C:11]([C:14]2[C:15]([NH:21][CH2:22][CH:23]3[CH2:28][CH2:27][NH:26][CH2:25][CH2:24]3)=[N:16][CH:17]=[N:18][C:19]=2[NH2:20])=[CH:10][CH:9]=1)[C:2]1[CH:7]=[CH:6][CH:5]=[CH:4][CH:3]=1.C(=O)(O)[O-].[Na+].[C:34](Cl)(=[O:37])[CH:35]=[CH2:36]>C1COCC1.O>[C:34]([N:26]1[CH2:27][CH2:28][CH:23]([CH2:22][NH:21][C:15]2[C:14]([C:11]3[CH:12]=[CH:13][C:8]([O:1][C:2]4[CH:7]=[CH:6][CH:5]=[CH:4][CH:3]=4)=[CH:9][CH:10]=3)=[C:19]([NH2:20])[N:18]=[CH:17][N:16]=2)[CH2:24][CH2:25]1)(=[O:37])[CH:35]=[CH2:36] |f:1.2|. Procedure details: Into a 20 mL reaction vial was added 5-(4-phenoxyphenyl)-N-(piperidin-4-ylmethyl)pyrimidine-4,6-diamine (70.00 mg; 0.19 mmol), sodium bicarbonate (23.49 mg; 0.28 mmol) suspended in THF (3.00 ml) and water (0.30 ml). The mixture was cooled to 0° C. Acryloyl chloride (0.02 ml; 0.22 mmol) was added. The ice bath was left to melt. The reaction mixture was then stirred at rt overnight. The crude mixture was purified using Biotage column chromatography eluting 0-50% MeOH/EtOAc. Fractions containing th... Reactants: CCOC(=O)c1ccc(N)c(F)c1, CN(C)c1ccncc1, [Cl-], O=C(O)C(c1c2ccccc2nn1-c1ccc(Cl)cc1)C1CCCCC1, O=S(Cl)Cl. The product is CCOC(=O)c1ccc(NC(=O)C(c2c3ccccc3nn2-c2ccc(Cl)cc2)C2CCCCC2)c(F)c1. Reaction SMILES: [CH2:32]([CH3:33])[O:34][C:35]([c:36]1[cH:37][c:38]([F:43])[c:39]([NH2:42])[cH:40][cH:41]1)=[O:44].[CH3:45][N:46]([c:47]1[cH:48][cH:49][n:50][cH:51][cH:52]1)[CH3:53].[Cl-:27].[Cl:1][c:2]1[cH:3][cH:4][c:5](-[n:8]2[n:9][c:10]3[cH:11][cH:12][cH:13][cH:14][c:15]3[c:16]2[CH:17]([C:18](=[O:19])[OH:20])[CH:21]2[CH2:22][CH2:23][CH2:24][CH2:25][CH2:26]2)[cH:6][cH:7]1.[S:28]([Cl:29])([Cl:30])=[O:31]>>[Cl:1][c:2]1[cH:3][cH:4][c:5](-[n:8]2[n:9][c:10]3[cH:11][cH:12][cH:13][cH:14][c:15]3[c:16]2[CH:17]([C:18](=[O:20])[NH:42][c:39]2[c:38]([F:43])[cH:37][c:36]([C:35]([O:34][CH2:32][CH3:33])=[O:44])[cH:41][cH:40]2)[CH:21]2[CH2:22][CH2:23][CH2:24][CH2:25][CH2:26]2)[cH:6][cH:7]1. The reactants are ClC1=C(C(=CC(=C1)[N+](=O)[O-])Cl)C1C(CC(CC1=O)(C)C)=O (2-(2',6'-dichloro-4'-nitrophenyl)-5,5-dimethyl-1,3-cyclohexanedione), S (H2S), S (H2S). The solvent is [NH4+].[OH-] (NH4OH), C(C)O (ethanol). Product: ClC1=C(C(=CC(=C1)N)Cl)C1C(CC(CC1=O)(C)C)=O (2-(2',6'-dichloro-4'-aminophenyl)-5,5-dimethyl-1, 3-cyclohexanedione). Yield: 45.1%. RXN SMILES: [Cl:1][C:2]1[CH:7]=[C:6]([N+:8]([O-])=O)[CH:5]=[C:4]([Cl:11])[C:3]=1[CH:12]1[C:17](=[O:18])[CH2:16][C:15]([CH3:20])([CH3:19])[CH2:14][C:13]1=[O:21].S>[NH4+].[OH-].C(O)C>[Cl:1][C:2]1[CH:7]=[C:6]([NH2:8])[CH:5]=[C:4]([Cl:11])[C:3]=1[CH:12]1[C:17](=[O:18])[CH2:16][C:15]([CH3:19])([CH3:20])[CH2:14][C:13]1=[O:21] |f:2.3|. Reported procedure: A solution of 20.0 g (0.0606 mol) of 2-(2',6'-dichloro-4'-nitrophenyl)-5,5-dimethyl-1,3-cyclohexanedione in 150 ml conc. NH4OH and 150 ml of ethanol was stirred at room temperature while passing H2S gas through the solution at such a rate that all of the H2S was absorbed. After the solution was saturated with H2S, it was refluxed 24 hours while continuously passing H2S slowly through the solution. The reaction mixture was cooled to room temperature, the precipitated sulfur removed by filtration,... Solvent: O (water). As a reaction SMILES: Br[C:2]1[C:7]([CH:8]([CH3:10])[CH3:9])=[CH:6][C:5]([S:11]([NH2:14])(=[O:13])=[O:12])=[C:4]([CH:15]([CH3:17])[CH3:16])[CH:3]=1.[CH3:18][N:19]1CCCC1=O>O>[C:18]([C:2]1[C:7]([CH:8]([CH3:10])[CH3:9])=[CH:6][C:5]([S:11]([NH2:14])(=[O:13])=[O:12])=[C:4]([CH:15]([CH3:17])[CH3:16])[CH:3]=1)#[N:19]. Procedure: A one-liter flask containing 92 parts of 4-bromo-2,5-diisopropylbenzenesulfonamide, 30 parts of cuprous cyanide, and 250 parts N-methylpyrrolidone is heated at 190°-200° for 2 hours. The reaction mixture is cooled to 100° and is then poured into 1000 parts water. The precipitated material is filtered. It is heated for 2 hours near reflux with 1000 parts water and 30 parts sodium cyanide. The reaction is cooled and the precipitate filtered to obtain 60 parts 4-cyano-2,5-diisopropylbenzenesulfonam... The reactants are BrC1=CC(=C(C=C1C(C)C)S(=O)(=O)N)C(C)C (4-bromo-2,5-diisopropylbenzenesulfonamide), cuprous cyanide, CN1C(CCC1)=O (N-methylpyrrolidone). Yields the product 60, C(#N)C1=CC(=C(C=C1C(C)C)S(=O)(=O)N)C(C)C (4-cyano-2,5-diisopropylbenzenesulfonamide). Starting materials: Compound II, CN(NC(NCC1=CC=NC=C1)=O)CC(=O)O (2-(1-methyl-2-(pyridin-4-ylmethylcarbamoyl)hydrazinyl)acetic acid), N[C@H](C(=O)N(CC1=CC=CC2=CC=CC=C12)[C@H](C(OCC)OCC)C)C ((S)-2-amino-N—((S)-1,1-diethoxypropan-2-yl)-N-(naphthalen-1-ylmethyl)propanamide). Product: C(C)OC([C@H](C)N(C([C@H](C)NC(CN(NC(=O)NCC1=CC=NC=C1)C)=O)=O)CC1=CC=CC2=CC=CC=C12)OCC (1-(2-((S)-1-(((S)-1,1-diethoxypropan-2-yl)(naphthalen-1-ylmethyl)amino)-1-oxopropan-2-ylamino)-2-oxoethyl)-1-methyl-4-(pyridin-4-ylmethyl)semicarbazide). Reaction SMILES: [CH3:1][N:2]([CH2:14][C:15]([OH:17])=O)[NH:3][C:4](=[O:13])[NH:5][CH2:6][C:7]1[CH:12]=[CH:11][N:10]=[CH:9][CH:8]=1.[NH2:18][C@@H:19]([CH3:43])[C:20]([N:22]([C@@H:34]([CH3:42])[CH:35]([O:39][CH2:40][CH3:41])[O:36][CH2:37][CH3:38])[CH2:23][C:24]1[C:33]2[C:28](=[CH:29][CH:30]=[CH:31][CH:32]=2)[CH:27]=[CH:26][CH:25]=1)=[O:21]>>[CH2:40]([O:39][CH:35]([O:36][CH2:37][CH3:38])[C@@H:34]([N:22]([CH2:23][C:24]1[C:33]2[C:28](=[CH:29][CH:30]=[CH:31][CH:32]=2)[CH:27]=[CH:26][CH:25]=1)[C:20](=[O:21])[C@@H:19]([NH:18][C:15](=[O:17])[CH2:14][N:2]([CH3:1])[NH:3][C:4]([NH:5][CH2:6][C:7]1[CH:8]=[CH:9][N:10]=[CH:11][CH:12]=1)=[O:13])[CH3:43])[CH3:42])[CH3:41]. Reported procedure: According to the procedure described in the synthesis method of Compound II-15, 2-(1-methyl-2-(pyridin-4-ylmethylcarbamoyl)hydrazinyl)acetic acid (Compound VI-6) 100 mg (0.42 mmol) was coupled with (S)-2-amino-N—((S)-1,1-diethoxypropan-2-yl)-N-(naphthalen-1-ylmethyl)propanamide (Compound IV-10) 100 mg (0.28 mmol) to obtain the title compound. Reactants: COc1cc(OC)c(C=O)cc1Br, Cc1ccc(B(O)O)s1, COc1cc(OC)c(-c2cc3ccccc3s2)cc1C=O. Product: COc1cc(OC)c(-c2ccc(C)s2)cc1C=O. Reaction SMILES: [Br:1][c:2]1[c:3]([O:12][CH3:13])[cH:4][c:5]([O:10][CH3:11])[c:6]([CH:7]=[O:8])[cH:9]1.[CH3:14][c:15]1[cH:16][cH:17][c:18]([B:20]([OH:21])[OH:22])[s:19]1.[s:23]1[c:24](-[c:25]2[c:26]([O:27][CH3:28])[cH:29][c:30]([O:31][CH3:32])[c:33]([CH:35]=[O:36])[cH:34]2)[cH:37][c:38]2[cH:39][cH:40][cH:41][cH:42][c:43]12>>[c:2]1(-[c:18]2[cH:17][cH:16][c:15]([CH3:14])[s:19]2)[c:3]([O:12][CH3:13])[cH:4][c:5]([O:10][CH3:11])[c:6]([CH:7]=[O:8])[cH:9]1. Starting materials: COC1=CC=C(C=C1)C(N1C(NC2=C1C=CC=C2OC2=C(C(=O)OC)C=CC(=C2)F)=O)C2=CC=C(C=C2)OC (methyl 2-(1-(bis(4-methoxyphenyl)methyl)-2-oxo-2,3-dihydro-1H-benzo[d]imidazol-4-yloxy)-4-fluorobenzoate), [H-].[Na+] (sodium hydride), IC (iodomethane). Run in CN(C=O)C (N,N-dimethylformamide). Reaction conditions: temperature 50 celsius, time 30 minute. The product is COC1=CC=C(C=C1)C(N1C(N(C2=C1C=CC=C2OC2=C(C(=O)OC)C=CC(=C2)F)C)=O)C2=CC=C(C=C2)OC (methyl 2-(1-(bis(4-methoxyphenyl)methyl)-3-methyl-2-oxo-2,3-dihydro-1H-benzo[d]imidazol-4-yloxy)-4-fluorobenzoate). Reaction SMILES: [CH3:1][O:2][C:3]1[CH:8]=[CH:7][C:6]([CH:9]([C:32]2[CH:37]=[CH:36][C:35]([O:38][CH3:39])=[CH:34][CH:33]=2)[N:10]2[C:14]3[CH:15]=[CH:16][CH:17]=[C:18]([O:19][C:20]4[CH:29]=[C:28]([F:30])[CH:27]=[CH:26][C:21]=4[C:22]([O:24][CH3:25])=[O:23])[C:13]=3[NH:12][C:11]2=[O:31])=[CH:5][CH:4]=1.[H-].[Na+].I[CH3:43]>CN(C)C=O>[CH3:1][O:2][C:3]1[CH:8]=[CH:7][C:6]([CH:9]([C:32]2[CH:33]=[CH:34][C:35]([O:38][CH3:39])=[CH:36][CH:37]=2)[N:10]2[C:14]3[CH:15]=[CH:16][CH:17]=[C:18]([O:19][C:20]4[CH:29]=[C:28]([F:30])[CH:27]=[CH:26][C:21]=4[C:22]([O:24][CH3:25])=[O:23])[C:13]=3[N:12]([CH3:43])[C:11]2=[O:31])=[CH:5][CH:4]=1 |f:1.2|. Procedure: To a solution of EXAMPLE 368D (250 mg) in anhydrous N,N-dimethylformamide (6 mL) was added sodium hydride (34.1 mg). The mixture was stirred at 50° C. for 30 minutes. Then, iodomethane (35.6 μl) was added and the mixture was stirred at 50° C. overnight. The reaction mixture was quenched with water (30 mL), then extracted with ethyl acetate. The solution was dried (MgSO4), filtered and concentrated to give the title compound. The reactants are C(C1=CC=CC=C1)OC1=CC=C(C(=O)N2CCC(CC2)N2C(=O)CCC3=CC=CC=C23)C=C1 (1-[1-(4-Benzyloxybenzoyl)-4-piperidinyl]-3,4-dihyrocarbostyril). The reagents and catalysts are [C].[Pd] (palladium-carbon). The solvent is CO (methanol). Yields the product OC1=CC=C(C(=O)N2CCC(CC2)N2C(=O)CCC3=CC=CC=C23)C=C1 (1-[1-(4-hydroxybenzoyl)-4-piperidinyl]-3,4-dihydrocarbostyril). Yield: 66.0%. As a reaction SMILES: C([O:8][C:9]1[CH:33]=[CH:32][C:12]([C:13]([N:15]2[CH2:20][CH2:19][CH:18]([N:21]3[C:31]4[C:26](=[CH:27][CH:28]=[CH:29][CH:30]=4)[CH2:25][CH2:24][C:22]3=[O:23])[CH2:17][CH2:16]2)=[O:14])=[CH:11][CH:10]=1)C1C=CC=CC=1>CO.[C].[Pd]>[OH:8][C:9]1[CH:10]=[CH:11][C:12]([C:13]([N:15]2[CH2:16][CH2:17][CH:18]([N:21]3[C:31]4[C:26](=[CH:27][CH:28]=[CH:29][CH:30]=4)[CH2:25][CH2:24][C:22]3=[O:23])[CH2:19][CH2:20]2)=[O:14])=[CH:32][CH:33]=1 |f:2.3|. Procedure details: 1-[1-(4-Benzyloxybenzoyl)-4-piperidinyl]-3,4-dihyrocarbostyril (4.76 g) is dissolved in methanol (100 ml) and thereto is added 5% palladium-carbon (1 g). The mixture is stirred at room temperature under 1 atm. under hydrogen atmosphere. After the completion of the reaction, the catalyst is filetered off and the filtrate is concentrated. The resultant is purified by silica gel column chromatography (solvent; n-hexane:ethyl acetate=1:1) and further recrystallized from n-hexane/ethanol to give 1-[1...